Task: describe an organic reaction: reactants, conditions, products, and yield. Dataset: the Open Reaction Database (ORD), a public repository of structured organic reaction records Reactants: C(CCC)[Li] (n-Butyllithium), N1(N=CC=C1)C1=CC=C(CC=2C(=NC3=CC=C(C=C3C2Cl)Br)OC)C=C1 (3-(4-(1H-pyrazol-1-yl)benzyl)-6-bromo-4-chloro-2-methoxyquinoline), N1(N=CC=C1)C1=CC=C(CC=2C(=NC3=CC=C(C=C3C2Cl)Br)OC)C=C1 (3-(4-(1H-pyrazol-1-yl)benzyl)-6-bromo-4-chloro-2-methoxyquinoline), COC1=CC=C(C=N1)C(=O)C1=CN=CS1 ((6-methoxypyridin-3-yl)(thiazol-5-yl)methanone), COC1=CC=C(C=N1)C(=O)C1=CN=CS1 ((6-methoxypyridin-3-yl)(thiazol-5-yl)methanone). Solvent: C1CCOC1 (THF), C1CCOC1 (THF). Reaction conditions: temperature 0 celsius, time 30 minute. Product: N1(N=CC=C1)C1=CC=C(CC=2C(=NC3=CC=C(C=C3C2Cl)C(O)(C2=CN=CS2)C=2C=NC(=CC2)OC)OC)C=C1 ((3-(4-(1H-Pyrazol-1-yl)benzyl)-4-chloro-2-methoxyquinolin-6-yl)(6-methoxypyridin-3-yl)(thiazol-5-yl)methanol). RXN SMILES: C([Li])CCC.[N:6]1([C:11]2[CH:31]=[CH:30][C:14]([CH2:15][C:16]3[C:17]([O:28][CH3:29])=[N:18][C:19]4[C:24]([C:25]=3[Cl:26])=[CH:23][C:22](Br)=[CH:21][CH:20]=4)=[CH:13][CH:12]=2)[CH:10]=[CH:9][CH:8]=[N:7]1.[CH3:32][O:33][C:34]1[N:39]=[CH:38][C:37]([C:40]([C:42]2[S:46][CH:45]=[N:44][CH:43]=2)=[O:41])=[CH:36][CH:35]=1>C1COCC1>[N:6]1([C:11]2[CH:31]=[CH:30][C:14]([CH2:15][C:16]3[C:17]([O:28][CH3:29])=[N:18][C:19]4[C:24]([C:25]=3[Cl:26])=[CH:23][C:22]([C:40]([C:37]3[CH:38]=[N:39][C:34]([O:33][CH3:32])=[CH:35][CH:36]=3)([C:42]3[S:46][CH:45]=[N:44][CH:43]=3)[OH:41])=[CH:21][CH:20]=4)=[CH:13][CH:12]=2)[CH:10]=[CH:9][CH:8]=[N:7]1. Reported procedure: n-Butyllithium (0.154 mL, 0.246 mmol; 1.6 M in hexane) was added dropwise to a solution of 3-(4-(1H-pyrazol-1-yl)benzyl)-6-bromo-4-chloro-2-methoxyquinoline (0.081 g, 0.189 mmol, Intermediate 16) in dry THF (4 mL) at −78° C. over a 5 minute period. After complete addition stirring was continued at −78° C. for 30 minutes then (6-methoxypyridin-3-yl)(thiazol-5-yl)methanone (0.046 g, 0.189 mmol, Intermediate 15) dissolved in THF (1.9 mL) was slowly added and the reaction warmed in an ice bath to 0°... Starting materials: [OH-].[Na+] (caustic soda), I (hydriodic acid), C(C1=CC=CC=C1)N1CC2=C(C3=C(CC2C1)C=CC(=C3)Cl)C3=CC=CC=C3 ((9aRS)-2-benzyl-6-chloro-9,9a-dihydro-4-phenyl-benz[f]isoindoline), red phosphorus. The solvent is C(C)(=O)O (acetic acid). Yields the product C(C1=CC=CC=C1)N1CC2C(C3=C(CC2C1)C=CC(=C3)Cl)C3=CC=CC=C3 ((3aRS,4RS,9aSR)-2-benzyl-6-chloro-3a,4,9,9a-tetrahydro-4-phenyl-benz[f]isoindoline). RXN SMILES: I.[CH2:2]([N:9]1[CH2:17][CH:16]2[C:11](=[C:12]([C:23]3[CH:28]=[CH:27][CH:26]=[CH:25][CH:24]=3)[C:13]3[CH:21]=[C:20]([Cl:22])[CH:19]=[CH:18][C:14]=3[CH2:15]2)[CH2:10]1)[C:3]1[CH:8]=[CH:7][CH:6]=[CH:5][CH:4]=1.[OH-].[Na+]>C(O)(=O)C>[CH2:2]([N:9]1[CH2:17][CH:16]2[CH:11]([CH:12]([C:23]3[CH:28]=[CH:27][CH:26]=[CH:25][CH:24]=3)[C:13]3[CH:21]=[C:20]([Cl:22])[CH:19]=[CH:18][C:14]=3[CH2:15]2)[CH2:10]1)[C:3]1[CH:4]=[CH:5][CH:6]=[CH:7][CH:8]=1 |f:2.3|. Procedure details: 190 cc of 57% hydriodic acid are added dropwise to a suspension of 30 g of (9aRS)-2-benzyl-6-chloro-9,9a-dihydro-4-phenyl-benz[f]isoindoline and 46.8 g of red phosphorus in 400 cc of glacial acetic acid, the mixture is subsequently heated to 110° for 5 1/2 hours, is then poured on ice and made alkaline with caustic soda solution. After extraction with ethyl acetate, the organic phase is filtered through Celite, the filtrate is dried and concentrated by evaporation, whereby the title compound, ha... Starting materials: C(C)OC(=O)C=1C(NC2=CC(=C(C=C2C1C1=C(C=CC=C1)Cl)C)C)=O (4-(2-chlorophenyl)-1,2-dihydro-6,7-dimethyl-2-oxo-3-quinolinecarboxylic acid ethyl ester), [H-].[Na+] (sodium hydride), C(C)(=O)OCC (ethyl acetate), C(C)(C)I (isopropyl iodide). The solvent is CN(C)C=O (DMF). Reaction conditions: time 30 minute. Product: C(C)OC(=O)C=1C(=NC2=CC(=C(C=C2C1C1=C(C=CC=C1)Cl)C)C)OC(C)C (4-(2-chlorophenyl)-6,7-dimethyl-2-(1-methylethyloxy)-3-quinolinecarboxylic acid ethyl ester). Reaction SMILES: [CH2:1]([O:3][C:4]([C:6]1[C:7](=[O:25])[NH:8][C:9]2[C:14]([C:15]=1[C:16]1[CH:21]=[CH:20][CH:19]=[CH:18][C:17]=1[Cl:22])=[CH:13][C:12]([CH3:23])=[C:11]([CH3:24])[CH:10]=2)=[O:5])[CH3:2].[H-].[Na+].[CH:28](I)([CH3:30])[CH3:29].C(OCC)(=O)C>CN(C=O)C>[CH2:1]([O:3][C:4]([C:6]1[C:7]([O:25][CH:28]([CH3:30])[CH3:29])=[N:8][C:9]2[C:14]([C:15]=1[C:16]1[CH:21]=[CH:20][CH:19]=[CH:18][C:17]=1[Cl:22])=[CH:13][C:12]([CH3:23])=[C:11]([CH3:24])[CH:10]=2)=[O:5])[CH3:2] |f:1.2|. Procedure details: To a solution of 4-(2-chlorophenyl)-1,2-dihydro-6,7-dimethyl-2-oxo-3-quinolinecarboxylic acid ethyl ester (2.0 g) in DMF (20 ml) was added sodium hydride (60% in oil) (270 mg), followed by stirring at room temperature for 30 minutes. To this solution was added isopropyl iodide (0.9 ml), followed by stirring at 70° C. for 5 hours. After the mixture was cooled, ethyl acetate was added, and this mixture was washed successively with dilute hydrochloric acid, aqueous potassium carbonate and water and... The reactants are BrCCCO (3-bromo-1-propanol), OC1=CC=C(C#N)C=C1 (4-hydroxybenzonitrile), [OH-].[Na+] (sodium hydroxide). The solvent is C1(=CC=CC=C1)C (toluene). Run at temperature 67.5 celsius. The product is OCCCOC1=CC=C(C#N)C=C1 (4-(3-Hydroxypropoxy)benzonitrile). As a reaction SMILES: [OH:1][C:2]1[CH:9]=[CH:8][C:5]([C:6]#[N:7])=[CH:4][CH:3]=1.Br[CH2:11][CH2:12][CH2:13][OH:14].[OH-].[Na+]>C1(C)C=CC=CC=1>[OH:14][CH2:13][CH2:12][CH2:11][O:1][C:2]1[CH:9]=[CH:8][C:5]([C:6]#[N:7])=[CH:4][CH:3]=1 |f:2.3|. Procedure details: To a flask was added 4-hydroxybenzonitrile (50 g, 0.41 mol, 1 eq.) and toluene (400 mL). The resulting mixture was heated to 65° C.±5° C. To the stirring reaction mixture was added 3-bromo-1-propanol (72.90 g, 0.51 mol, 1.25 eq.) and then, over the course of 20 minutes, sodium hydroxide (210 mL, 2.5 M, 0.52 mol, 1.25 eq.). The reaction was heated to 65 to 70° C. for 17 hours. The aqueous layer was separated from the organic layer at 60 to 65° C. The organic layer was then employed directly in th... Yields the product CCCCc1ncc(C=O)[nH]1. As a reaction SMILES: [Bi:12].[CH2:1]([CH2:2][CH2:3][CH3:4])[c:5]1[nH:6][c:7]([CH2:10][OH:11])[cH:8][n:9]1.[Na+:14].[OH-:13].[OH:15][OH:16].[Pt:17]>>[CH2:1]([CH2:2][CH2:3][CH3:4])[c:5]1[nH:6][c:7]([CH:10]=[O:11])[cH:8][n:9]1. Starting materials: [Bi], CCCCc1ncc(CO)[nH]1, [Na+], [OH-], OO, [Pt]. Procedure: N-triphenylmethyl-2-paranitrophenoxycarbonylthioethylamine (500 mg) and 2-(2-aminoethyl)pyridine (375 μl) were subjected to the reactions described in References 2 and 4 to give 2-(2-pyridyl)ethylaminocarbonylthioethylamine (crude formate: 218 mg). The product (190 mg) was dissolved in anhydrous methanol (3 ml), to which were then added triethylamine (490 μl) and mitomycin A (245 mg: 1.0 molar equivalent). The reaction solution was treated in a similar manner to that described in Example 1 to ob... Product: N1=C(C=CC=C1)CCNC(=O)SCCN (2-(2-pyridyl)ethylaminocarbonylthioethylamine). As a reaction SMILES: C1(C(C2C=CC=CC=2)(C2C=CC=CC=2)[NH:8][CH2:9][CH2:10][S:11][C:12](OC2C=CC([N+]([O-])=O)=CC=2)=[O:13])C=CC=CC=1.[NH2:36][CH2:37][CH2:38][C:39]1[CH:44]=[CH:43][CH:42]=[CH:41][N:40]=1>>[N:40]1[CH:41]=[CH:42][CH:43]=[CH:44][C:39]=1[CH2:38][CH2:37][NH:36][C:12]([S:11][CH2:10][CH2:9][NH2:8])=[O:13]. Starting materials: C1(=CC=CC=C1)C(NCCSC(=O)OC1=CC=C(C=C1)[N+](=O)[O-])(C1=CC=CC=C1)C1=CC=CC=C1 (N-triphenylmethyl-2-paranitrophenoxycarbonylthioethylamine), NCCC1=NC=CC=C1 (2-(2-aminoethyl)pyridine).